This data is from the Open Reaction Database (ORD), a public repository of structured organic reaction records. The task is: describe an organic reaction: reactants, conditions, products, and yield Reactants: ClC=1C=CC(=C(CN2C3=C(NCC2)N=CC(=C3)C3=CC=C(C(=O)O)C=C3)C1)C(F)(F)F (4-{1-[5-chloro-2-(trifluoromethyl)benzyl]-1,2,3,4-tetrahydropyrido[2,3-b]pyrazin-7-yl}benzoic acid), CNCC1=C(C=CC=C1)OC (N-methyl-2-methoxybenzylamine). Yields the product ClC=1C=CC(=C(CN2C3=C(NCC2)N=CC(=C3)C3=CC=C(C(=O)N(C)CC2=C(C=CC=C2)OC)C=C3)C1)C(F)(F)F (4-{1-[5-Chloro-2-(trifluoromethyl)benzyl]-1,2,3,4-tetrahydropyrido[2,3-b]pyrazin-7-yl}-N-(2-methoxybenzyl)-N-methylbenzamide). As a reaction SMILES: [Cl:1][C:2]1[CH:3]=[CH:4][C:5]([C:28]([F:31])([F:30])[F:29])=[C:6]([CH:27]=1)[CH2:7][N:8]1[CH2:13][CH2:12][NH:11][C:10]2[N:14]=[CH:15][C:16]([C:18]3[CH:26]=[CH:25][C:21]([C:22](O)=[O:23])=[CH:20][CH:19]=3)=[CH:17][C:9]1=2.[CH3:32][NH:33][CH2:34][C:35]1[CH:40]=[CH:39][CH:38]=[CH:37][C:36]=1[O:41][CH3:42]>>[Cl:1][C:2]1[CH:3]=[CH:4][C:5]([C:28]([F:31])([F:29])[F:30])=[C:6]([CH:27]=1)[CH2:7][N:8]1[CH2:13][CH2:12][NH:11][C:10]2[N:14]=[CH:15][C:16]([C:18]3[CH:19]=[CH:20][C:21]([C:22]([N:33]([CH2:34][C:35]4[CH:40]=[CH:39][CH:38]=[CH:37][C:36]=4[O:41][CH3:42])[CH3:32])=[O:23])=[CH:25][CH:26]=3)=[CH:17][C:9]1=2. Procedure details: 4-{1-[5-chloro-2-(trifluoromethyl)benzyl]-1,2,3,4-tetrahydropyrido[2,3-b]pyrazin-7-yl}benzoic acid was reacted with N-methyl-2-methoxybenzylamine as in General Procedure 10 to give the title compound. LCMS: m/z=580.98 (M+H+); retention time=0.96 minutes.